This data is from the Open Reaction Database (ORD), a public repository of structured organic reaction records. The task is: describe an organic reaction: reactants, conditions, products, and yield Reactants: CC(=O)Nc1cc(N2CCCC2)c2c(Cl)ccc3c2c1C(=O)N(O)C3=O, CCO, [Na+], [OH-]. The product is Nc1cc(N2CCCC2)c2c(Cl)ccc3c2c1C(=O)N(O)C3=O. RXN SMILES: [C:1](=[O:2])([CH3:3])[NH:4][c:5]1[cH:6][c:7]([N:22]2[CH2:23][CH2:24][CH2:25][CH2:26]2)[c:8]2[c:9]3[c:10]1[C:11](=[O:21])[N:12]([OH:20])[C:13](=[O:19])[c:14]3[cH:15][cH:16][c:17]2[Cl:18].[CH3:29][CH2:30][OH:31].[Na+:28].[OH-:27]>>[NH2:4][c:5]1[cH:6][c:7]([N:22]2[CH2:23][CH2:24][CH2:25][CH2:26]2)[c:8]2[c:9]3[c:10]1[C:11](=[O:21])[N:12]([OH:20])[C:13](=[O:19])[c:14]3[cH:15][cH:16][c:17]2[Cl:18]. Starting materials: NC1=CC(=C(C=C1)O)Cl (4-amino-2-chloro-phenol), FC=1C=C(CO)C=CC1 (3-fluorobenzyl alcohol), ClC=1C=C(C=CC1OCC1=NC=CC=C1)N (3-chloro-4-(pyridin-2-ylmethoxy)-phenylamine). Product: ClC=1C=C(C=CC1OCC1=CC(=CC=C1)F)N (3-chloro-4-(3-fluoro-benzyloxy)-phenylamine). The yield is 88.8%. Reaction SMILES: [NH2:1][C:2]1[CH:7]=[CH:6][C:5]([OH:8])=[C:4]([Cl:9])[CH:3]=1.[F:10][C:11]1[CH:12]=[C:13]([CH:16]=[CH:17][CH:18]=1)[CH2:14]O.ClC1C=C(N)C=CC=1OCC1C=CC=CN=1>>[Cl:9][C:4]1[CH:3]=[C:2]([NH2:1])[CH:7]=[CH:6][C:5]=1[O:8][CH2:14][C:13]1[CH:16]=[CH:17][CH:18]=[C:11]([F:10])[CH:12]=1. Procedure details: Compound 3A (1.65 g, 78%) was prepared from 4-amino-2-chloro-phenol (1.06 g, 7.38 mmol), 3-fluorobenzyl alcohol (2.4 g, 16.8 mmol) by a route analogous to that used for the preparation of 1C. Starting materials: CC(CC#CC1=NC(=NC=C1)SC)C (4-(4-methylpent-1-ynyl)-2-(methylthio)pyrimidine), N12CCCCCC2=NCCC1 (1,8-diazabicyclo[5.4.0]undec-7-ene), [I-].N[N+]1=CC=CC=C1 (1-aminopyridinium iodide), O (Water). The solvent is C(C)#N (acetonitrile). The product is C(C(C)C)C1=NN2C(C=CC=C2)=C1C1=NC(=NC=C1)SC (2-isobutyl-3-[2-(methylthio)pyrimidin-4-yl]pyrazolo[1,5-a]pyridine). Isolated yield 55.9%. As a reaction SMILES: [CH3:1][CH:2]([CH3:14])[CH2:3][C:4]#[C:5][C:6]1[CH:11]=[CH:10][N:9]=[C:8]([S:12][CH3:13])[N:7]=1.N12CCCN=C1CCCCC2.[I-].[NH2:27][N+:28]1[CH:33]=[CH:32][CH:31]=[CH:30][CH:29]=1.O>C(#N)C>[CH2:3]([C:4]1[C:5]([C:6]2[CH:11]=[CH:10][N:9]=[C:8]([S:12][CH3:13])[N:7]=2)=[C:29]2[CH:30]=[CH:31][CH:32]=[CH:33][N:28]2[N:27]=1)[CH:2]([CH3:14])[CH3:1] |f:2.3|. Reported procedure: To a cold (0° C.) solution of 4-(4-methylpent-1-ynyl)-2-(methylthio)pyrimidine (2.5 g, 12 mmol) in acetonitrile (40 mL) was added 1,8-diazabicyclo[5.4.0]undec-7-ene (DBU) (2.7 mL, 18 mmol) and 1-aminopyridinium iodide (3.49 g, 15.7 mmol). The resultant dark solution was allowed to warm to room temperature and stirred vigorously. The mixture was heated to 50° C. for 18 h then cooled to room temperature. Water was added and the mixture concentrated in vacuo. The residue was partitioned between wat... Reactants: C(C1=CC=CC=C1)OC([C@@H](NC([C@@](N(C(C(C)C)=O)C(CNC([C@@H](NC(=O)OC(C)(C)C)CC1=CC=C(C=C1)O)=O)=O)(CC1=CC=CC=C1)N)=O)CCSC)=O (N-t-butoxycarbonyl-L-tyrosyl-glycyl-α-aminoisobutyryl-L-phenylalanyl-L-methionine benzyl ester), C(C1=CC=CC=C1)OC([C@@H](NC([C@@H](NC(C(N(C(C(C)C)=O)C([C@@H](NC(=O)OC(C)(C)C)CC1=CC=C(C=C1)O)=O)N)=O)CC1=CC=CC=C1)=O)CCSC)=O (N-t-butoxycarbonyl-L-tyrosyl-α-aminoisobutyrylglycyl-L-phenylalanyl-L-methionine benzyl ester). Reported procedure: Repetition of the procedure detailed in Example 13 using an equivalent quantity of N-t-butoxycarbonyl-L-tyrosyl-glycyl-α-aminoisobutyryl-L-phenylalanyl-L-methionine benzyl ester or N-t-butoxycarbonyl-L-tyrosyl-α-aminoisobutyrylglycyl-L-phenylalanyl-L-methionine benzyl ester affords L-tyrosylglycyl-α-aminoisobutyryl-L-phenylalanyl-L-leucine or L-tyrosyl-α-aminoisobutyrylglycyl-L-phenylalanyl-L-leucine, respectively. The product is N[C@@H](CC1=CC=C(C=C1)O)C(=O)NCC(=O)N([C@@](CC1=CC=CC=C1)(C(=O)N[C@@H](CC(C)C)C(=O)O)N)C(C(C)C)=O (L-tyrosylglycyl-α-aminoisobutyryl-L-phenylalanyl-L-leucine), N[C@@H](CC1=CC=C(C=C1)O)C(=O)N(C(C(=O)N[C@@H](CC1=CC=CC=C1)C(=O)N[C@@H](CC(C)C)C(=O)O)N)C(C(C)C)=O (L-tyrosyl-α-aminoisobutyrylglycyl-L-phenylalanyl-L-leucine). RXN SMILES: [CH2:1]([O:8][C:9](=[O:56])[C@H:10]([CH2:52]CSC)[NH:11][C:12](=[O:51])[C@:13]([NH2:50])([CH2:43][C:44]1[CH:49]=[CH:48][CH:47]=[CH:46][CH:45]=1)[N:14]([C:20](=[O:42])[CH2:21][NH:22][C:23](=[O:41])[C@H:24]([CH2:33][C:34]1[CH:39]=[CH:38][C:37]([OH:40])=[CH:36][CH:35]=1)[NH:25]C(OC(C)(C)C)=O)[C:15](=[O:19])[CH:16]([CH3:18])[CH3:17])[C:2]1[CH:7]=CC=C[CH:3]=1.[CH2:57]([O:64][C:65](=[O:112])[C@H:66](CCSC)[NH:67][C:68](=[O:107])[C@H:69]([CH2:100][C:101]1[CH:106]=[CH:105][CH:104]=[CH:103][CH:102]=1)[NH:70][C:71](=[O:99])[CH:72]([NH2:98])[N:73]([C:79](=[O:97])[C@H:80]([CH2:89][C:90]1[CH:95]=[CH:94][C:93]([OH:96])=[CH:92][CH:91]=1)[NH:81]C(OC(C)(C)C)=O)[C:74](=[O:78])[CH:75]([CH3:77])[CH3:76])[C:58]1C=CC=C[CH:59]=1>>[NH2:25][C@H:24]([C:23]([NH:22][CH2:21][C:20]([N:14]([C:15](=[O:19])[CH:16]([CH3:17])[CH3:18])[C@:13]([NH2:50])([C:12]([NH:11][C@H:10]([C:9]([OH:8])=[O:56])[CH2:52][CH:58]([CH3:59])[CH3:57])=[O:51])[CH2:43][C:44]1[CH:49]=[CH:48][CH:47]=[CH:46][CH:45]=1)=[O:42])=[O:41])[CH2:33][C:34]1[CH:35]=[CH:36][C:37]([OH:40])=[CH:38][CH:39]=1.[NH2:81][C@H:80]([C:79]([N:73]([C:74](=[O:78])[CH:75]([CH3:76])[CH3:77])[CH:72]([NH2:98])[C:71]([NH:70][C@H:69]([C:68]([NH:67][C@H:66]([C:65]([OH:64])=[O:112])[CH2:1][CH:2]([CH3:7])[CH3:3])=[O:107])[CH2:100][C:101]1[CH:102]=[CH:103][CH:104]=[CH:105][CH:106]=1)=[O:99])=[O:97])[CH2:89][C:90]1[CH:95]=[CH:94][C:93]([OH:96])=[CH:92][CH:91]=1. Reactants: Cl (HCl), [OH-].[Na+] (sodium hydroxide), C[Si](C)(C)[N-][Si](C)(C)C.[Li+] (Lithium bis(trimethylsilyl)amide), ClC=1C=C(CC2N(CCC2)C(=O)C2=NC3=CC=CC=C3N=C2Cl)C=CC1 ((2-(3-chlorobenzyl)pyrrolidin-1-yl)(3-chloroquinoxalin-2-yl)methanone), C1(CCCCC1)P(C1=C(C=CC=C1)C1=C(C=CC=C1)N(C)C)C1CCCCC1 (2-dicyclohexylphosphino-2′-(N,N-dimethylamino)biphenyl). The reagents and catalysts are [Pd].[Pd].C(C1=CC=CC=C1)=CC(=O)C=CC1=CC=CC=C1.C(C1=CC=CC=C1)=CC(=O)C=CC1=CC=CC=C1.C(C1=CC=CC=C1)=CC(=O)C=CC1=CC=CC=C1 (tris(dibenzylideneacetone) dipalladium(0)). The solvent is [Cl-].[Na+].O (brine), O1CCOCC1 (1,4-dioxane). Reaction conditions: time 16 hour. Product: NC=1C(=NC2=CC=CC=C2N1)C(=O)N1C(CCC1)CC1=CC(=CC=C1)Cl ((3-aminoquinoxalin-2-yl)(2-(3-chlorobenzyl)pyrrolidin-1-yl)methanone). RXN SMILES: C[Si]([N-][Si](C)(C)C)(C)C.[Li+].[Cl:11][C:12]1[CH:13]=[C:14]([CH:34]=[CH:35][CH:36]=1)[CH2:15][CH:16]1[CH2:20][CH2:19][CH2:18][N:17]1[C:21]([C:23]1[C:32](Cl)=[N:31][C:30]2[C:25](=[CH:26][CH:27]=[CH:28][CH:29]=2)[N:24]=1)=[O:22].C1(P(C2CCCCC2)C2C=CC=CC=2C2C=CC=CC=2[N:56](C)C)CCCCC1.Cl.[OH-].[Na+]>O1CCOCC1.[Cl-].[Na+].O.[Pd].[Pd].C(=CC(C=CC1C=CC=CC=1)=O)C1C=CC=CC=1.C(=CC(C=CC1C=CC=CC=1)=O)C1C=CC=CC=1.C(=CC(C=CC1C=CC=CC=1)=O)C1C=CC=CC=1>[NH2:56][C:32]1[C:23]([C:21]([N:17]2[CH2:18][CH2:19][CH2:20][CH:16]2[CH2:15][C:14]2[CH:34]=[CH:35][CH:36]=[C:12]([Cl:11])[CH:13]=2)=[O:22])=[N:24][C:25]2[C:30]([N:31]=1)=[CH:29][CH:28]=[CH:27][CH:26]=2 |f:0.1,5.6,8.9.10,11.12.13.14.15|. Procedure details: Lithium bis(trimethylsilyl)amide (1.3 mL, 1.34 mmol, 1.0 M in THF) was added dropwise to a degassed mixture of (2-(3-chlorobenzyl)pyrrolidin-1-yl)(3-chloroquinoxalin-2-yl)methanone (235 mg, 0.61 mmol), tris(dibenzylideneacetone) dipalladium(0) (28 mg, 5 mol %) and 2-dicyclohexylphosphino-2′-(N,N-dimethylamino)biphenyl (12 mg, 5 mol %) in anhydrous 1,4-dioxane (5.0 mL) at room temperature under nitrogen, after which the mixture was heated to reflux to stir for 16 h. The cooled mixture was treated... Starting materials: CC#N, [Cl-], CSc1ccc(-c2cc(N)nn2-c2ccc(F)cc2)cc1, CC(C)(C)ON=O, C1COCCO1. Yields the product CSc1ccc(-c2ccnn2-c2ccc(F)cc2)cc1. Reaction SMILES: [CH3:30][C:31]#[N:32].[Cl-:22].[F:1][c:2]1[cH:3][cH:4][c:5](-[n:8]2[n:9][c:10]([NH2:21])[cH:11][c:12]2-[c:13]2[cH:14][cH:15][c:16]([S:19][CH3:20])[cH:17][cH:18]2)[cH:6][cH:7]1.[N:23]([O:24][C:25]([CH3:26])([CH3:27])[CH3:28])=[O:29].[O:33]1[CH2:34][CH2:35][O:36][CH2:37][CH2:38]1>>[F:1][c:2]1[cH:3][cH:4][c:5](-[n:8]2[n:9][cH:10][cH:11][c:12]2-[c:13]2[cH:14][cH:15][c:16]([S:19][CH3:20])[cH:17][cH:18]2)[cH:6][cH:7]1.